From a dataset of the Open Reaction Database (ORD), a public repository of structured organic reaction records. describe an organic reaction: reactants, conditions, products, and yield Reactants: COCCCN1C(=O)COc2ccc(CCl)cc21, CC(C)(C)OC(=O)N1CCC(c2ccc(OCCCOc3cccc(F)c3F)cc2)C(O)C1. As a reaction SMILES: [Cl:34][CH2:35][c:36]1[cH:37][cH:38][c:39]2[c:40]([cH:51]1)[N:41]([CH2:46][CH2:47][CH2:48][O:49][CH3:50])[C:42](=[O:45])[CH2:43][O:44]2.[F:1][c:2]1[c:3]([O:4][CH2:5][CH2:6][CH2:7][O:8][c:9]2[cH:10][cH:11][c:12]([CH:15]3[CH:16]([OH:28])[CH2:17][N:18]([C:21](=[O:22])[O:23][C:24]([CH3:25])([CH3:26])[CH3:27])[CH2:19][CH2:20]3)[cH:13][cH:14]2)[cH:29][cH:30][cH:31][c:32]1[F:33]>>[F:1][c:2]1[c:3]([O:4][CH2:5][CH2:6][CH2:7][O:8][c:9]2[cH:10][cH:11][c:12]([CH:15]3[CH:16]([O:28][CH2:35][c:36]4[cH:37][cH:38][c:39]5[c:40]([cH:51]4)[N:41]([CH2:46][CH2:47][CH2:48][O:49][CH3:50])[C:42](=[O:45])[CH2:43][O:44]5)[CH2:17][N:18]([C:21](=[O:22])[O:23][C:24]([CH3:25])([CH3:26])[CH3:27])[CH2:19][CH2:20]3)[cH:13][cH:14]2)[cH:29][cH:30][cH:31][c:32]1[F:33]. Product: COCCCN1C(=O)COc2ccc(COC3CN(C(=O)OC(C)(C)C)CCC3c3ccc(OCCCOc4cccc(F)c4F)cc3)cc21.